The task is: describe an organic reaction: reactants, conditions, products, and yield. This data is from the Open Reaction Database (ORD), a public repository of structured organic reaction records. The reactants are CC(C)(C)OC(=O)N(CCc1c[nH]c2ccc(OCc3ccccc3)cc12)Cc1cccc(Oc2ccccc2)c1, C1CCOC1, [Na+], [OH-], O, O=C(O)C(=O)O. Product: CN(CCc1c[nH]c2ccc(OCc3ccccc3)cc12)Cc1cccc(Oc2ccccc2)c1. Reaction SMILES: [C:1]([O:2][C:6](=[O:3])[N:7]([CH2:8][CH2:9][c:10]1[cH:11][nH:12][c:13]2[cH:14][cH:15][c:16]([O:19][CH2:20][c:21]3[cH:22][cH:23][cH:24][cH:25][cH:26]3)[cH:17][c:18]12)[CH2:27][c:28]1[cH:29][c:30]([O:34][c:35]2[cH:36][cH:37][cH:38][cH:39][cH:40]2)[cH:31][cH:32][cH:33]1)([CH3:4])([CH3:5])[CH3:41].[CH2:42]1[O:43][CH2:44][CH2:45][CH2:46]1.[Na+:48].[OH-:47].[OH2:55].[OH:49][C:50]([C:51](=[O:52])[OH:53])=[O:54]>>[CH3:6][N:7]([CH2:8][CH2:9][c:10]1[cH:11][nH:12][c:13]2[cH:14][cH:15][c:16]([O:19][CH2:20][c:21]3[cH:22][cH:23][cH:24][cH:25][cH:26]3)[cH:17][c:18]12)[CH2:27][c:28]1[cH:29][c:30]([O:34][c:35]2[cH:36][cH:37][cH:38][cH:39][cH:40]2)[cH:31][cH:32][cH:33]1. Starting materials: ice, C1CN2CCN1CC2 (DABCO), C(C1=CC=CC=C1)N1C(C(=C(C2=CC=CN=C12)Cl)[N+](=O)[O-])=O (1-Benzyl-4-chloro-3-nitro-1,8-naphthyridin-2(1H)-one), N1(CCNCC1)C(=O)C=1SC=CC1 (piperazine-1-yl-thiophene-2-yl-methanone). Solvent: O (water), CN1C(CCC1)=O (N-methylpyrrolidone). Run at temperature 110 celsius. The product is C(C1=CC=CC=C1)N1C(C(=C(C2=CC=CN=C12)N1CCN(CC1)C(=O)C=1SC=CC1)[N+](=O)[O-])=O (1-Benzyl-3-nitro-4-[4-(thiophene-2-carbonyl)-piperazin-1-yl]-1H-[1,8]-naphthyridin-2-one). RXN SMILES: C1N2CCN(CC2)C1.[CH2:9]([N:16]1[C:25]2[C:20](=[CH:21][CH:22]=[CH:23][N:24]=2)[C:19](Cl)=[C:18]([N+:27]([O-:29])=[O:28])[C:17]1=[O:30])[C:10]1[CH:15]=[CH:14][CH:13]=[CH:12][CH:11]=1.[N:31]1([C:37]([C:39]2[S:40][CH:41]=[CH:42][CH:43]=2)=[O:38])[CH2:36][CH2:35][NH:34][CH2:33][CH2:32]1>CN1CCCC1=O.O>[CH2:9]([N:16]1[C:25]2[C:20](=[CH:21][CH:22]=[CH:23][N:24]=2)[C:19]([N:34]2[CH2:35][CH2:36][N:31]([C:37]([C:39]3[S:40][CH:41]=[CH:42][CH:43]=3)=[O:38])[CH2:32][CH2:33]2)=[C:18]([N+:27]([O-:29])=[O:28])[C:17]1=[O:30])[C:10]1[CH:15]=[CH:14][CH:13]=[CH:12][CH:11]=1. Reported procedure: DABCO (6.26 g, 55 mmol) was added to a solution of 1-benzyl-4-chloro-3-nitro-1,8-naphthyridin-2(1H)-one (126) (8.81 g, 28 mmol) and piperazine-1-yl-thiophene-2-yl-methanone (6.57 g, 33 mmol) in N-methylpyrrolidone at room temperature. The solution was heated at 110° C. for 2 h. The solution was cooled and poured into ice cold 10% ammonium chloride solution in water. The solids formed were filtered, washed by water, and dried to yield yellow solid. Yield 11 g (83%), mp 255° C. 1H-NMR (DMSO-d6): δ... The reactants are NC1=CC(=C(C(=O)N)C=C1Cl)OC(C#CC)C (4-amino-5-chloro-2-(1-methyl-2-butynyl)oxybenzamide), C(OCC(Cl)(Cl)Cl)(=O)Cl (2,2,2-trichloroethyl chlorocarbonate), C([O-])([O-])=O.[K+].[K+] (potassium carbonate), C1(=CC=CC=C1)C (toluene). Solvent: ClCCl (dichloromethane). Yields the product ClC=1C(=CC(=C(C(=O)N)C1)OC(C#CC)C)NC(=O)OCC(Cl)(Cl)Cl (5-chloro-2-(1-methyl-2-butynyl)oxy-4-(2,2,2-trichloroethoxycarbonylamino)benzamide). As a reaction SMILES: [NH2:1][C:2]1[C:10]([Cl:11])=[CH:9][C:5]([C:6]([NH2:8])=[O:7])=[C:4]([O:12][CH:13]([CH3:17])[C:14]#[C:15][CH3:16])[CH:3]=1.[C:18](Cl)(=[O:25])[O:19][CH2:20][C:21]([Cl:24])([Cl:23])[Cl:22].C(=O)([O-])[O-].[K+].[K+].C1(C)C=CC=CC=1>ClCCl>[Cl:11][C:10]1[C:2]([NH:1][C:18]([O:19][CH2:20][C:21]([Cl:24])([Cl:23])[Cl:22])=[O:25])=[CH:3][C:4]([O:12][CH:13]([CH3:17])[C:14]#[C:15][CH3:16])=[C:5]([CH:9]=1)[C:6]([NH2:8])=[O:7] |f:2.3.4|. Procedure: 0.75 g of (S)-N-(8-methyl-8-azabicyclo 3.2.1!oct-3α-yl)-4-amino-5-chloro-2-(1-methyl-2-butynyl)oxybenzamide, 0.51 g of 2,2,2-trichloroethyl chlorocarbonate and 0.41 g of potassium carbonate were added to toluene. The obtained mixture was refluxed for 3 hours and cooled, followed by the addition thereto of dichloromethane. The resulting mixture was washed with 1N hydrochloric acid, dried over magnesium sulfate, and freed from the solvent. The residue was purified by silica gel column chromatograp... Starting materials: C(C1=CC=CC=C1)(C1=CC=CC=C1)(C1=CC=CC=C1)Cl (Trityl chloride), OCC1=CC(=NC=C1)Br (4-hydroxymethyl-2-pyridyl bromide), CN(C)C=O (DMF). Reagents/catalysts: CN(C)C=1C=CN=CC1 (4-DMAP). Run in C(=O)(O)[O-].[Na+] (NaHCO3). Conditions: temperature 80 celsius, time 48 hour. The product is BrC1=NC=C(C=C1)COC(C1=CC=CC=C1)(C1=CC=CC=C1)C1=CC=CC=C1 (2-Brom-5-[(trityloxy)methyl]pyridine). The yield is 100.0%. Reaction SMILES: [C:1](Cl)([C:14]1[CH:19]=[CH:18][CH:17]=[CH:16][CH:15]=1)([C:8]1[CH:13]=[CH:12][CH:11]=[CH:10][CH:9]=1)[C:2]1[CH:7]=[CH:6][CH:5]=[CH:4][CH:3]=1.OC[C:23]1[CH:28]=[CH:27][N:26]=[C:25]([Br:29])[CH:24]=1.CN([CH:33]=[O:34])C>CN(C1C=CN=CC=1)C.C([O-])(O)=O.[Na+]>[Br:29][C:25]1[CH:24]=[CH:23][C:28]([CH2:33][O:34][C:1]([C:14]2[CH:19]=[CH:18][CH:17]=[CH:16][CH:15]=2)([C:8]2[CH:13]=[CH:12][CH:11]=[CH:10][CH:9]=2)[C:2]2[CH:7]=[CH:6][CH:5]=[CH:4][CH:3]=2)=[CH:27][N:26]=1 |f:4.5|. Reported procedure: Trityl chloride (3.90 g, 14 mmol), 4-DMAP (2.08 g, 17 mmol) and 2-bromo-5-hydroxymethylpyridine 33 (1.88 g, 10 mmol) (Ellingboe, J. W., et al., J. Med. Chem. 1994, 37, 542–550) were dissolved in DMF (15 mL) and the solution was stirred at 80° C. for 48 hours. A white precipitate formed during this time. After cooling, the mixture was diluted with NaHCO3 (sat., 25 mL) and extracted with EtOAc (3(50 mL). The combined extract was washed with brine, with a few drops of NaOH (1 M) added (2(100 mL). A... Product: BrC1=C(N(C2=CC=CC=C2)C)C=CC=C1 (2-Bromo-N-methyl-N-phenylaniline). The solvent is C(OC)COC (dimethoxyethane), C1CCOC1 (THF). Conditions: temperature 0 celsius. Procedure details: A flame-dried two-neck round bottom flask was charged with 2-bromo-N-phenylaniline (3 g, 12.2 mmol), 0.1 mL 15-crown-5, 200 mL dry THF and 50 mL dimethoxyethane under argon. The solution was cooled to 0° C. in an ice bath, 0.6 g of a 60 wt % dispersion of NaH in mineral oil (0.36 g NaH, 15 mmol) was added to the reaction mixture in small portions under argon and 1.4 mL dimethyl sulfate (1.89 g, 15 mmol) was added via syringe. After refluxing for 20 h under argon the reaction was poured carefully... RXN SMILES: [Br:1][C:2]1[CH:14]=[CH:13][CH:12]=[CH:11][C:3]=1[NH:4][C:5]1[CH:10]=[CH:9][CH:8]=[CH:7][CH:6]=1.[CH2:15]1OCCOCCOCCOCCOC1.[H-].[Na+].S(OC)(OC)(=O)=O.[K+].[Br-]>C(COC)OC.C1COCC1>[Br:1][C:2]1[CH:14]=[CH:13][CH:12]=[CH:11][C:3]=1[N:4]([CH3:15])[C:5]1[CH:10]=[CH:9][CH:8]=[CH:7][CH:6]=1 |f:2.3,5.6|. Starting materials: ( s ), ( s ), ( s ), ( s ), ( m ), ( s ), ( s ), ( m ), ( s ), [K+].[Br-] (KBr), ( s ), [H-].[Na+] (NaH), [H-].[Na+] (NaH), ( s ), S(=O)(=O)(OC)OC (dimethyl sulfate), ( s ), ( s ), ( s ), ( m ), ( s ), ( m ), BrC1=C(NC2=CC=CC=C2)C=CC=C1 (2-bromo-N-phenylaniline), C1COCCOCCOCCOCCO1 (15-crown-5), ice. RXN SMILES: [C:1]([NH:5][NH:6][C:7]([C:12]#[N:13])([CH:9]1[CH2:11][CH2:10]1)[CH3:8])([CH3:4])([CH3:3])[CH3:2].C(Cl)Cl.BrBr>O>[C:1]([N:5]=[N:6][C:7]([C:12]#[N:13])([CH:9]1[CH2:10][CH2:11]1)[CH3:8])([CH3:2])([CH3:3])[CH3:4]. Product: C(C)(C)(C)N=NC(C)(C1CC1)C#N (1-t-Butylazo-1-cyano-1-cyclopropylethane). Yield: 81.9%. The solvent is O (water). Reactants: BrBr (bromine), C(C)(C)(C)NNC(C)(C1CC1)C#N (1-t-butylhydrazo-1-cyano-1-cyclopropylethane), C(Cl)Cl (methylene chloride), BrBr (bromine). Procedure: To a mixture of 10.0g (.055 m.) of crude 1-t-butylhydrazo-1-cyano-1-cyclopropylethane, 100 ml methylene chloride, and 50 ml water, cooled to 0°C in an ice bath, was added 8.75 g (.055 m.) of bromine dropwise over 15 minutes holding the temperature at 0° to 5°C. After the bromine addition, the reaction was stirred 10 minutes, the methylene chloride layer separated, washed twice with saturated sodium bicarbonate solution, dried over anhydrous sodium sulfate, filtered and the methylene chloride eva... Reaction conditions: temperature 0 celsius, time 10 minute. Reactants: C, CCCCCCCCCCCCCCCC(=O)Oc1ccc(C(O)CN(CCc2ccc(OC)c(OC)c2)C(=O)OCc2ccccc2)cc1, CO, [H][H], [Pd]. Yields the product CCCCCCCCCCCCCCCC(=O)Oc1ccc(C(O)CNCCc2ccc(OC)c(OC)c2)cc1. Reaction SMILES: [C:55].[CH2:1]([O:2][C:3](=[O:4])[N:11]([CH2:12][CH2:13][c:14]1[cH:15][c:16]([O:22][CH3:23])[c:17]([O:20][CH3:21])[cH:18][cH:19]1)[CH2:24][CH:25]([c:26]1[cH:27][cH:28][c:29]([O:32][C:33]([CH2:34][CH2:35][CH2:36][CH2:37][CH2:38][CH2:39][CH2:40][CH2:41][CH2:42][CH2:43][CH2:44][CH2:45][CH2:46][CH2:47][CH3:48])=[O:49])[cH:30][cH:31]1)[OH:50])[c:5]1[cH:6][cH:7][cH:8][cH:9][cH:10]1.[CH3:51][OH:52].[H:53][H:54].[Pd:56]>>[NH:11]([CH2:12][CH2:13][c:14]1[cH:15][c:16]([O:22][CH3:23])[c:17]([O:20][CH3:21])[cH:18][cH:19]1)[CH2:24][CH:25]([c:26]1[cH:27][cH:28][c:29]([O:32][C:33]([CH2:34][CH2:35][CH2:36][CH2:37][CH2:38][CH2:39][CH2:40][CH2:41][CH2:42][CH2:43][CH2:44][CH2:45][CH2:46][CH2:47][CH3:48])=[O:49])[cH:30][cH:31]1)[OH:50].